This data is from the Open Reaction Database (ORD), a public repository of structured organic reaction records. The task is: describe an organic reaction: reactants, conditions, products, and yield Reactants: Cc1ccc(S(=O)(=O)Cl)cc1, CCOC(=O)c1cnc2[nH]ccc2c1Cl, [H-], [Na+], CN(C)C=O. Product: CCOC(=O)c1cnc2c(ccn2S(=O)(=O)c2ccc(C)cc2)c1Cl. Reaction SMILES: [CH3:18][c:19]1[cH:20][cH:21][c:22]([S:25](=[O:26])(=[O:27])[Cl:28])[cH:23][cH:24]1.[Cl:1][c:2]1[c:3]2[c:4]([n:5][cH:6][c:7]1[C:8](=[O:9])[O:10][CH2:11][CH3:12])[nH:13][cH:14][cH:15]2.[H-:16].[Na+:17].[O:29]=[CH:30][N:31]([CH3:32])[CH3:33]>>[Cl:1][c:2]1[c:3]2[c:4]([n:5][cH:6][c:7]1[C:8](=[O:9])[O:10][CH2:11][CH3:12])[n:13]([S:25]([c:22]1[cH:21][cH:20][c:19]([CH3:18])[cH:24][cH:23]1)(=[O:26])=[O:27])[cH:14][cH:15]2. Reactants: CCOC(=O)C1(c2ccc(-c3ccc(-c4onc(C)c4C=CC(=O)OC)cc3)cc2)CC1, CCO, CCOC(C)=O. Product: CCOC(=O)C1(c2ccc(-c3ccc(-c4onc(C)c4CCC(=O)OC)cc3)cc2)CC1. Reaction SMILES: [CH2:1]([CH3:2])[O:3][C:4](=[O:5])[C:6]1([c:9]2[cH:10][cH:11][c:12](-[c:15]3[cH:16][cH:17][c:18](-[c:21]4[c:22]([CH:27]=[CH:28][C:29](=[O:30])[O:31][CH3:32])[c:23]([CH3:26])[n:24][o:25]4)[cH:19][cH:20]3)[cH:13][cH:14]2)[CH2:7][CH2:8]1.[CH3:33][CH2:34][OH:35].[CH3:36][CH2:37][O:38][C:39]([CH3:40])=[O:41]>>[CH2:1]([CH3:2])[O:3][C:4](=[O:5])[C:6]1([c:9]2[cH:10][cH:11][c:12](-[c:15]3[cH:16][cH:17][c:18](-[c:21]4[c:22]([CH2:27][CH2:28][C:29](=[O:30])[O:31][CH3:32])[c:23]([CH3:26])[n:24][o:25]4)[cH:19][cH:20]3)[cH:13][cH:14]2)[CH2:7][CH2:8]1. Reactants: C(C)(C)(C)[Si](Cl)(C)C (tert-butyldimethylchlorosilane), CC1=C2CC(CC2=C(C=C1)C)=O (4,7-dimethyl-2-indanone), C1CCC2=NCCCN2CC1 (DBU). Run in CCOCC (Et2O), C1=CC=CC=C1 (benzene). Conditions: time 2 hour. Product: O([Si](C)(C)C(C)(C)C)C=1CC2=C(C=CC(=C2C1)C)C (2-(tert-butyldimethylsiloxy)-4,7-dimethylindene). RXN SMILES: [C:1]([Si:5]([CH3:8])([CH3:7])Cl)([CH3:4])([CH3:3])[CH3:2].[CH3:9][C:10]1[CH:18]=[CH:17][C:16]([CH3:19])=[C:15]2[C:11]=1[CH2:12][C:13](=[O:20])[CH2:14]2.C1CCN2C(=NCCC2)CC1>C1C=CC=CC=1.CCOCC>[O:20]([C:13]1[CH2:14][C:15]2[C:11]([CH:12]=1)=[C:10]([CH3:9])[CH:18]=[CH:17][C:16]=2[CH3:19])[Si:5]([C:1]([CH3:4])([CH3:3])[CH3:2])([CH3:8])[CH3:7]. Reported procedure: To a solution of tert-butyldimethylchlorosilane (2.85 g, 18.9 mmol) and 4,7-dimethyl-2-indanone (2.53 g, 15.8 mmol, obtained by oxidation of 4,7-dimethylindene) in benzene (30 mL) was added DBU (3.13 g, 20.5 mmol) and the reaction mixture was stirred for 2 hours at room temperature. The mixture was diluted with Et2O (50 mL), washed with water (2×50 mL), 5% HCl (50 mL) water (2×50 mL) and dried over sodium sulphate. Evaporation of the solvents left a dark oil that was dissolved in pentane (30 mL)...